From a dataset of the Open Reaction Database (ORD), a public repository of structured organic reaction records. describe an organic reaction: reactants, conditions, products, and yield Reactants: CC(C)(C)N1C(=O)CC(c2ccc(CCNS(=O)(=O)c3ccc(Oc4ccccc4)cc3)cc2)S1(=O)=O, O=C(O)C(F)(F)F. Product: O=C1CC(c2ccc(CCNS(=O)(=O)c3ccc(Oc4ccccc4)cc3)cc2)S(=O)(=O)N1. RXN SMILES: [C:1]([CH3:2])([CH3:3])([CH3:4])[N:5]1[S:6](=[O:36])(=[O:37])[CH:7]([c:11]2[cH:12][cH:13][c:14]([CH2:17][CH2:18][NH:19][S:20](=[O:21])(=[O:22])[c:23]3[cH:24][cH:25][c:26]([O:29][c:30]4[cH:31][cH:32][cH:33][cH:34][cH:35]4)[cH:27][cH:28]3)[cH:15][cH:16]2)[CH2:8][C:9]1=[O:10].[OH:38][C:39]([C:40]([F:41])([F:42])[F:43])=[O:44]>>[NH:5]1[S:6](=[O:36])(=[O:37])[CH:7]([c:11]2[cH:12][cH:13][c:14]([CH2:17][CH2:18][NH:19][S:20](=[O:21])(=[O:22])[c:23]3[cH:24][cH:25][c:26]([O:29][c:30]4[cH:31][cH:32][cH:33][cH:34][cH:35]4)[cH:27][cH:28]3)[cH:15][cH:16]2)[CH2:8][C:9]1=[O:10]. Starting materials: CN(CCOC1OCCCC1)C=1C(=C(C(=CC1)C(F)(F)F)CC(C(=O)OCC)=O)[N+](=O)[O-] (ethyl [3-[N-methyl-N-[2-(2-tetrahydro-2H-pyranyl) oxyethyl]amino]-2-nitro-6-trifluoromethylphenyl]pyruvate), Cl (hydrochloric acid), N (ammonia), C(C)(=O)O (acetic acid). Reagents/catalysts: [Fe] (iron). Run in C1(=CC=CC=C1)C (toluene), O1CCCC1 (tetrahydrofuran), C(C)(=O)OCC (ethyl acetate). Run at temperature 70 celsius. Yields the product CN(CCO)C=1C=CC(=C2C=C(NC12)C(=O)OCC)C(F)(F)F (ethyl 7-[N-methyl-N-(2-hydroxyethyl)amino]-4-trifluoromethyl-1H-indole-2-carboxylate). As a reaction SMILES: C(O)(=O)C.[CH3:5][N:6]([C:16]1[C:17]([N+:34]([O-])=O)=[C:18]([CH2:26][C:27](=O)[C:28]([O:30][CH2:31][CH3:32])=[O:29])[C:19]([C:22]([F:25])([F:24])[F:23])=[CH:20][CH:21]=1)[CH2:7][CH2:8][O:9]C1CCCCO1.Cl.N>C1(C)C=CC=CC=1.[Fe].C(OCC)(=O)C.O1CCCC1>[CH3:5][N:6]([C:16]1[CH:21]=[CH:20][C:19]([C:22]([F:25])([F:24])[F:23])=[C:18]2[C:17]=1[NH:34][C:27]([C:28]([O:30][CH2:31][CH3:32])=[O:29])=[CH:26]2)[CH2:7][CH2:8][OH:9]. Reported procedure: A mixture of iron powder (2.42 g, 43.3 mmol) and acetic acid (40 ml) was stirred at 70° C. Then, a solution of ethyl [3-[N-methyl-N-[2-(2-tetrahydro-2H-pyranyl) oxyethyl]amino]-2-nitro-6-trifluoromethylphenyl]pyruvate (2.00 g, 4.33 mmol) in toluene (20 ml) was added dropwise to the aforesaid mixture, followed by stirring at 78°-83° C. for 2 hours. The reaction mixture was cooled to 30° C., after which 2N hydrochloric acid (20 ml) and tetrahydrofuran (20 ml) were added and the resulting mixture w... The reactants are C=C(Br)C(F)(F)F, CCCC[N+](CCCC)(CCCC)CCCC, Cl, [F-], N#CC(C#N)CC(F)(F)C(F)(F)C(F)(F)C(F)F, C1CCOC1. Product: N#CC(C#N)(CC(Br)C(F)(F)F)CC(F)(F)C(F)(F)C(F)(F)C(F)F. Reaction SMILES: [Br:19][C:20](=[CH2:21])[C:22]([F:23])([F:24])[F:25].[CH3:28][CH2:29][CH2:30][CH2:31][N+:32]([CH2:33][CH2:34][CH2:35][CH3:36])([CH2:37][CH2:38][CH2:39][CH3:40])[CH2:41][CH2:42][CH2:43][CH3:44].[ClH:26].[F-:27].[F:1][C:2]([CH2:3][CH:4]([C:5]#[N:6])[C:7]#[N:8])([C:9]([C:10]([CH:11]([F:12])[F:13])([F:14])[F:15])([F:16])[F:17])[F:18].[O:45]1[CH2:46][CH2:47][CH2:48][CH2:49]1>>[F:1][C:2]([CH2:3][C:4]([C:5]#[N:6])([C:7]#[N:8])[CH2:21][CH:20]([Br:19])[C:22]([F:23])([F:24])[F:25])([C:9]([C:10]([CH:11]([F:12])[F:13])([F:14])[F:15])([F:16])[F:17])[F:18]. Starting materials: C(C)OC=1C(=NN(C1)C1=CC=C(C=C1)F)C(=O)Cl (4-ethoxy-1-(4-fluorophenyl)pyrazole-3-carbonyl chloride), COC=1C=C2C(=CC=NC2=CC1OC)OC1=C(C=C(N)C=C1)F (4-[(6,7-dimethoxy-4-quinolyl)oxy]-3-fluoro-aniline). The solvent is N1=CC=CC=C1 (pyridine), CCOC(=O)C (EtOAc). Reaction conditions: time 8 hour. Product: COC=1C=C2C(=CC=NC2=CC1OC)OC1=C(C=C(C=C1)NC(=O)C1=NN(C=C1OCC)C1=CC=C(C=C1)F)F (N-[4-[(6,7-dimethoxy-4-quinolyl)oxy]-3-fluoro-phenyl]-4-ethoxy-1-(4-fluorophenyl)pyrazole-3-carboxamide). The yield is 51.6%. As a reaction SMILES: [CH2:1]([O:3][C:4]1[C:5]([C:16](Cl)=[O:17])=[N:6][N:7]([C:9]2[CH:14]=[CH:13][C:12]([F:15])=[CH:11][CH:10]=2)[CH:8]=1)[CH3:2].[CH3:19][O:20][C:21]1[CH:22]=[C:23]2[C:28](=[CH:29][C:30]=1[O:31][CH3:32])[N:27]=[CH:26][CH:25]=[C:24]2[O:33][C:34]1[CH:40]=[CH:39][C:37]([NH2:38])=[CH:36][C:35]=1[F:41]>N1C=CC=CC=1.CCOC(C)=O>[CH3:19][O:20][C:21]1[CH:22]=[C:23]2[C:28](=[CH:29][C:30]=1[O:31][CH3:32])[N:27]=[CH:26][CH:25]=[C:24]2[O:33][C:34]1[CH:40]=[CH:39][C:37]([NH:38][C:16]([C:5]2[C:4]([O:3][CH2:1][CH3:2])=[CH:8][N:7]([C:9]3[CH:14]=[CH:13][C:12]([F:15])=[CH:11][CH:10]=3)[N:6]=2)=[O:17])=[CH:36][C:35]=1[F:41]. Reported procedure: Acid chloride D4 (0.17 mmol, 1.0 eq.) was dissolved in dry pyridine (1.5 mL) at 0° C. and A2 (34 mg, 0.11 mmol, 0.65 eq.) was added. The reaction was allowed to reach RT overnight. The mixture was diluted with EtOAc and washed twice with aq. KOH-solution (0.5N), twice with aq. sat. NH4Cl-solution, and finally once with brine. The organic layer was dried over Na2SO4 and concentrated under reduced pressure. The crude product was purified by flash chromatography on silica gel (DCM/MeOH=100:0 to 10:... The reactants are O.[Na].[Na].[Na].C(=O)(O)C=1N=NNC1S (4-Carboxy-1,2,3-triazole-5-thiol trisodium salt hydrate), Cl (hydrochloric acid), Cl (hydrochloric acid), CC(=O)OCC1=C(N2[C@@H]([C@@H](C2=O)N)SC1)C(=O)O (7-aminocephalosporanic acid), O (water). Run in CC(=O)C (acetone). Yields the product NC1[C@@H]2N(C(=C(CS2)CSC2=C(N=NN2)C(=O)O)C(=O)O)C1=O (7-Amino-3-(4-carboxy-1,2,3-triazol-5-ylthiomethyl)-3-cephem-4-carboxylic acid). RXN SMILES: O.[Na].[Na].[Na].[C:5]([C:8]1[N:9]=[N:10][NH:11][C:12]=1[SH:13])([OH:7])=[O:6].CC(O[CH2:18][C:19]1[CH2:28][S:27][C@@H:22]2[C@H:23]([NH2:26])[C:24](=[O:25])[N:21]2[C:20]=1[C:29]([OH:31])=[O:30])=O.O.Cl>CC(C)=O>[NH2:26][CH:23]1[C:24](=[O:25])[N:21]2[C:20]([C:29]([OH:31])=[O:30])=[C:19]([CH2:18][S:13][C:12]3[NH:11][N:10]=[N:9][C:8]=3[C:5]([OH:7])=[O:6])[CH2:28][S:27][C@H:22]12 |f:0.1.2.3.4,^1:1,2,3|. Reported procedure: 4-Carboxy-1,2,3-triazole-5-thiol trisodium salt hydrate (4.4 g., 20 mmol.) was added to a stirred suspension of 4.08 g. (15 mmol.) of 7-aminocephalosporanic acid in 30 ml. of water and 15 ml. of acetone. The reaction mixture was quickly acidified to pH 7.3 with dilute hydrochloric acid, then heated at 65° for 4.5 hours. The mixture was cooled (ice bath), brought to pH 2.4 with dilute hydrochloric acid and the precipitate was collected, washed with water and acetone and dried in vacuo over phosph...